Dataset: the Open Reaction Database (ORD), a public repository of structured organic reaction records. Task: describe an organic reaction: reactants, conditions, products, and yield Starting materials: COCCN(c1cc(Br)cc(C(=O)NCc2c(C)cc(C)[nH]c2=O)c1C)C1CCOCC1, [Na+], [Na+], O=C([O-])[O-], OB(O)c1ccc(CN2CCOCC2)cc1, C1COCCO1, O. Yields the product COCCN(c1cc(-c2ccc(CN3CCOCC3)cc2)cc(C(=O)NCc2c(C)cc(C)[nH]c2=O)c1C)C1CCOCC1. As a reaction SMILES: [Br:1][c:2]1[cH:3][c:4]([N:22]([CH:23]2[CH2:24][CH2:25][O:26][CH2:27][CH2:28]2)[CH2:29][CH2:30][O:31][CH3:32])[c:5]([CH3:21])[c:6]([C:7](=[O:8])[NH:9][CH2:10][c:11]2[c:12](=[O:19])[nH:13][c:14]([CH3:18])[cH:15][c:16]2[CH3:17])[cH:20]1.[Na+:49].[Na+:50].[O-:51][C:52](=[O:53])[O-:54].[O:33]1[CH2:34][CH2:35][N:36]([CH2:39][c:40]2[cH:41][cH:42][c:43]([B:46]([OH:47])[OH:48])[cH:44][cH:45]2)[CH2:37][CH2:38]1.[O:55]1[CH2:56][CH2:57][O:58][CH2:59][CH2:60]1.[OH2:61]>>[c:2]1(-[c:43]2[cH:42][cH:41][c:40]([CH2:39][N:36]3[CH2:35][CH2:34][O:33][CH2:38][CH2:37]3)[cH:45][cH:44]2)[cH:3][c:4]([N:22]([CH:23]2[CH2:24][CH2:25][O:26][CH2:27][CH2:28]2)[CH2:29][CH2:30][O:31][CH3:32])[c:5]([CH3:21])[c:6]([C:7](=[O:8])[NH:9][CH2:10][c:11]2[c:12](=[O:19])[nH:13][c:14]([CH3:18])[cH:15][c:16]2[CH3:17])[cH:20]1. The product is O=C(CNC(=O)c1cc(O)cc(C(F)(F)F)c1)NC1CN(C2CCC(c3ccccc3)CC2)C1. As a reaction SMILES: [CH3:1][CH2:2][N:3]=[C:4]=[N:5][CH2:6][CH2:7][CH2:8][N:9]([CH3:10])[CH3:11].[F:33][C:34]([F:35])([F:36])[C:37]([OH:38])=[O:39].[NH2:12][CH2:13][C:14](=[O:15])[NH:16][CH:17]1[CH2:18][N:19]([CH:21]2[CH2:22][CH2:23][CH:24]([c:27]3[cH:28][cH:29][cH:30][cH:31][cH:32]3)[CH2:25][CH2:26]2)[CH2:20]1.[OH:40][c:41]1[cH:42][c:43]([C:50]([F:51])([F:52])[F:53])[cH:44][c:45]([C:46](=[O:47])[OH:48])[cH:49]1>>[NH:12]([CH2:13][C:14](=[O:15])[NH:16][CH:17]1[CH2:18][N:19]([CH:21]2[CH2:22][CH2:23][CH:24]([c:27]3[cH:28][cH:29][cH:30][cH:31][cH:32]3)[CH2:25][CH2:26]2)[CH2:20]1)[C:46]([c:45]1[cH:44][c:43]([C:50]([F:51])([F:52])[F:53])[cH:42][c:41]([OH:40])[cH:49]1)=[O:47]. The reactants are CCN=C=NCCCN(C)C, O=C(O)C(F)(F)F, NCC(=O)NC1CN(C2CCC(c3ccccc3)CC2)C1, O=C(O)c1cc(O)cc(C(F)(F)F)c1. Starting materials: ClC=1C=C(C=CC1)C(C=CC1=CC=CC=C1)=O (1-(3-chlorophenyl)-3-phenylprop-2-en-1-one), C(CC(=O)OCC)(=O)OCC (diethyl malonate). Product: ClC=1C=C(C=CC1)C(CC(C1=CC=CC=C1)C(C(=O)OCC)C(=O)OCC)=O (diethyl 2-[3-(3-chlorophenyl)-3-oxo-1-phenylpropyl]malonate). RXN SMILES: [Cl:1][C:2]1[CH:3]=[C:4]([C:8](=[O:17])[CH:9]=[CH:10][C:11]2[CH:16]=[CH:15][CH:14]=[CH:13][CH:12]=2)[CH:5]=[CH:6][CH:7]=1.[C:18]([O:26][CH2:27][CH3:28])(=[O:25])[CH2:19][C:20]([O:22][CH2:23][CH3:24])=[O:21]>>[Cl:1][C:2]1[CH:3]=[C:4]([C:8](=[O:17])[CH2:9][CH:10]([CH:19]([C:20]([O:22][CH2:23][CH3:24])=[O:21])[C:18]([O:26][CH2:27][CH3:28])=[O:25])[C:11]2[CH:12]=[CH:13][CH:14]=[CH:15][CH:16]=2)[CH:5]=[CH:6][CH:7]=1. Procedure details: By a procedure similar to that of example 1.59.2, starting from 1-(3-chlorophenyl)-3-phenylprop-2-en-1-one and diethyl malonate, diethyl 2-[3-(3-chlorophenyl)-3-oxo-1-phenylpropyl]malonate was obtained as colourless solid. Starting materials: C=1C=C(C=CC1C(C)C)C(C)C. The reagents and catalysts are O1B(OC(C)(C)C1(C)C)B2OC(C)(C)C(O2)(C)C, N=1C=CC=C2C=CC=3C=CC(=NC3C12)C, C[OH2+].C[OH2+].C1CC=CCCC=C1.C1CC=CCCC=C1.[Ir].[Ir]. Solvent: C1CCCCCCC1. Conditions: temperature 100 celsius, time 20 hour. Product: O1B(OC(C)(C)C1(C)C)CC(C2=CC=C(C=C2)C(C)C)C, O1B(OC(C)(C)C1(C)C)CC(C2=CC=C(C=C2)C(C)CB3OC(C)(C)C(O3)(C)C)C. Isolated yield 19.0%. Starting materials: FC(COP(OCC(F)(F)F)(=O)CC(=O)OC)(F)F (bis(2,2,2-trifluoroethyl)(methoxycarbonylmethyl)phosphonate), N1C=NC(=C1)C1(CC1)N (1-[1H-imidazol-4-yl]-cyclopropylamine), N1C=NC(=C1)C1C(C1)C=O (2-imidazole-4-ylcyclopropanecarbaldehyde), product, Cl (HCl), C[Si](C)(C)[N-][Si](C)(C)C.[K+] (potassium bis(trimethylsilyl)amide). Run in O1CCCC1 (tetrahydrofuran), O1CCCC1 (tetrahydrofuran). Conditions: time 30 minute. Product: COC(C=C[C@H]1[C@@H](C1)C=1N=CNC1)=O ((±)trans-methyl-3-(2-imidazol-4-ylcyclopropyl)prop-2-enoate). The yield is 19.0%. RXN SMILES: FC(F)(F)COP([CH2:13][C:14]([O:16][CH3:17])=[O:15])(=O)OCC(F)(F)F.N1C=C(C2(N)CC2)N=C1.C[Si]([N-][Si](C)(C)C)(C)C.[K+].[NH:39]1[CH:43]=[C:42]([CH:44]2[CH2:46][CH:45]2[CH:47]=O)[N:41]=[CH:40]1.Cl>O1CCCC1>[CH3:17][O:16][C:14](=[O:15])[CH:13]=[CH:47][C@@H:45]1[CH2:46][C@H:44]1[C:42]1[N:41]=[CH:40][NH:39][CH:43]=1 |f:2.3|. Procedure details: A solution of bis(2,2,2-trifluoroethyl)(methoxycarbonylmethyl)phosphonate (0.648 g, 2.04 mmol, 1.2 eq) and 18 crown 6 (2.24 g, 8.5 mmol, 5.0 eq) in tetrahydrofuran (30 mL), was cooled to n78° C. To this at n78° C. was added potassium bis(trimethylsilyl)amide (4.08 mL, 2.04 mmol, 1.2 eq). The reaction mixture was stirred at n78° C. for 30 min and treated with a solution of 2-imidazole-4-ylcyclopropanecarbaldehyde (0.64 g, 1.7 mmol) in tetrahydrofuran (5 mL). The reaction mixture was again stirred... Starting materials: BrC1=CC=C(C=C[N+](=O)[O-])C=C1 (p-bromo-β-nitrostyrene), CN(C([S-])=S)C.C[NH2+]C (dimethylammonium dimethyldithiocarbamate). Run in C(=S)=S (carbon disulfide). Yields the product CN(C(SC(C1=CC=C(C=C1)Br)C[N+](=O)[O-])=S)C (p-bromo-α-(nitromethyl)benzyl dimethyldithiocarbamate). As a reaction SMILES: [Br:1][C:2]1[CH:12]=[CH:11][C:5]([CH:6]=[CH:7][N+:8]([O-:10])=[O:9])=[CH:4][CH:3]=1.[CH3:13][N:14]([CH3:18])[C:15](=[S:17])[S-:16].C[NH2+]C>C(=S)=S>[CH3:13][N:14]([CH3:18])[C:15](=[S:16])[S:17][CH:6]([CH2:7][N+:8]([O-:10])=[O:9])[C:5]1[CH:11]=[CH:12][C:2]([Br:1])=[CH:3][CH:4]=1 |f:1.2|. Procedure: As in Example 17, reaction of p-bromo-β-nitrostyrene with dimethylammonium dimethyldithiocarbamate in the presence of carbon disulfide gave p-bromo-α-(nitromethyl)benzyl dimethyldithiocarbamate melting at 70° C.-81° C. when recrystallized without heating from acetone-ethanol solution. Starting materials: CCO, CS(=O)(=O)c1ccccc1CBr, NC(N)=S. Yields the product Br, CS(=O)(=O)c1ccccc1CSC(=N)N. As a reaction SMILES: [CH3:17][CH2:18][OH:19].[CH3:1][S:2](=[O:3])(=[O:4])[c:5]1[c:6]([CH2:7][Br:8])[cH:9][cH:10][cH:11][cH:12]1.[NH2:13][C:14]([NH2:15])=[S:16]>>[BrH:8].[CH3:1][S:2](=[O:3])(=[O:4])[c:5]1[c:6]([CH2:7][S:16][C:14](=[NH:13])[NH2:15])[cH:9][cH:10][cH:11][cH:12]1.